Dataset: the Open Reaction Database (ORD), a public repository of structured organic reaction records. Task: describe an organic reaction: reactants, conditions, products, and yield Starting materials: C(C1=CC=CC=C1)O (benzyl alcohol), C(C(=O)Cl)(=O)Cl (oxalyl chloride), C(=O)(OCC1C2=CC=CC=C2C2=CC=CC=C12)N([C@@H](C)C(=O)O)CC ((S)-N-Fmoc-N-ethylalanine). Reagents/catalysts: CN(C=O)C (dimethylformamide), [Ag]C#N (silver cyanide). Run in ClCCl (dichloromethane). Reaction conditions: temperature 80 celsius, time 1 hour. Product: C(C1=CC=CC=C1)OC([C@@H](N(CC)C(=O)OCC1C2=CC=CC=C2C=2C=CC=CC12)C)=O ((S)-N-9-Fluorenylmethoxycarbonyl-N-ethylalanine benzylester). Isolated yield 377.2%. Reaction SMILES: [C:1]([N:18]([CH2:24][CH3:25])[C@H:19]([C:21]([OH:23])=[O:22])[CH3:20])([O:3][CH2:4][CH:5]1[C:17]2[C:12](=[CH:13][CH:14]=[CH:15][CH:16]=2)[C:11]2[C:6]1=[CH:7][CH:8]=[CH:9][CH:10]=2)=[O:2].C(Cl)(=O)C(Cl)=O.[CH2:32](O)[C:33]1[CH:38]=[CH:37][CH:36]=[CH:35][CH:34]=1>ClCCl.CN(C)C=O.[Ag]C#N>[CH2:32]([O:22][C:21](=[O:23])[C@H:19]([CH3:20])[N:18]([C:1]([O:3][CH2:4][CH:5]1[C:6]2[CH:7]=[CH:8][CH:9]=[CH:10][C:11]=2[C:12]2[C:17]1=[CH:16][CH:15]=[CH:14][CH:13]=2)=[O:2])[CH2:24][CH3:25])[C:33]1[CH:38]=[CH:37][CH:36]=[CH:35][CH:34]=1. Reported procedure: A suspension of 848 mg (2.5 mmol) of (S)-N-Fmoc-N-ethylalanine in 10 mL Of dichloromethane was treated with 436 μL (5.0 mmol) of oxalyl chloride followed by a catalytic amount (1 drop) of dimethylformamide. The mixture was stirred for one hour, then concentrated in vacuo. The yellow, oily residue was treated with 10 mL of toluene followed by 517 mg (0.5 mmol) of benzyl alcohol and 669 mg (5.0 mmol) of silver cyanide. The mixture was heated in an 80° C. oil bath with vigorous stirring for 20 minu... Reaction SMILES: [CH:1]1([C:7]2[CH:15]=[CH:14][C:10]([C:11](O)=[O:12])=[CH:9][CH:8]=2)[CH2:6][CH2:5][CH2:4][CH2:3][CH2:2]1.S(Cl)([Cl:18])=O>>[CH:1]1([C:7]2[CH:15]=[CH:14][C:10]([C:11]([Cl:18])=[O:12])=[CH:9][CH:8]=2)[CH2:6][CH2:5][CH2:4][CH2:3][CH2:2]1. Reactants: C1(CCCCC1)C1=CC=C(C(=O)O)C=C1 (4-cyclohexylbenzoic acid), S(=O)(Cl)Cl (thionyl chloride). Reported procedure: Similarly, reaction of 4-cyclohexylbenzoic acid with thionyl chloride affords 4-cyclohexylbenzoyl chloride, which, on reaction with diethylamine, affords 4-cyclohexyl-N,N-diethylbenzamide. Following a procedure similar to that described in Example 22A, reaction of the latter with s-butyl lithium and reaction of the resulting lithium salt with sulfur dioxide followed by sodium hydroxylaminesulfonate affords 4-cyclohexyl-2-aminosulfonyl-N,N-diethylbenzamide, which, on heating in glacial acetic aci... The product is C1(CCCCC1)C1=CC=C(C(=O)Cl)C=C1 (4-cyclohexylbenzoyl chloride). Yields the product CC(C)(C)OC(=O)Nc1cnc(-c2ccccc2)cc1C=O. Reactants: [Li]CCCC, C1CCOC1, CN(C)CCN(C)C, O=CN1CCCCC1, CC(C)(C)OC(=O)Nc1ccc(-c2ccccc2)nc1. As a reaction SMILES: [CH2:29]([Li:30])[CH2:31][CH2:32][CH3:33].[CH2:42]1[O:43][CH2:44][CH2:45][CH2:46]1.[CH3:21][N:22]([CH3:23])[CH2:24][CH2:25][N:26]([CH3:27])[CH3:28].[CH:34](=[O:35])[N:36]1[CH2:37][CH2:38][CH2:39][CH2:40][CH2:41]1.[c:1]1(-[c:7]2[cH:8][cH:9][c:10]([NH:13][C:14]([O:15][C:16]([CH3:17])([CH3:18])[CH3:19])=[O:20])[cH:11][n:12]2)[cH:2][cH:3][cH:4][cH:5][cH:6]1>>[c:1]1(-[c:7]2[cH:8][c:9]([CH:34]=[O:35])[c:10]([NH:13][C:14]([O:15][C:16]([CH3:17])([CH3:18])[CH3:19])=[O:20])[cH:11][n:12]2)[cH:2][cH:3][cH:4][cH:5][cH:6]1. The reactants are O1[C@H](C1)COC=1C=C(C=CC1)C=1C=CC=C2C=CC=NC12 ((R)-8-(3-(oxiran-2-ylmethoxy)phenyl)quinoline), C1NCCC2=CC=CC=C12 (1,2,3,4-tetrahydroisoquinoline). Run in CCO (EtOH). Conditions: temperature 120 celsius. Yields the product C1N(CCC2=CC=CC=C12)C[C@H](COC1=CC(=CC=C1)C=1C=CC=C2C=CC=NC12)O ((R)-1-(3,4-dihydroisoquinolin-2(1H)-yl)-3-(3-(quinolin-8-yl)phenoxy)propan-2-ol). Isolated yield 26.8%. Reaction SMILES: [O:1]1[CH2:3][C@@H:2]1[CH2:4][O:5][C:6]1[CH:7]=[C:8]([C:12]2[CH:13]=[CH:14][CH:15]=[C:16]3[C:21]=2[N:20]=[CH:19][CH:18]=[CH:17]3)[CH:9]=[CH:10][CH:11]=1.[CH2:22]1[C:31]2[C:26](=[CH:27][CH:28]=[CH:29][CH:30]=2)[CH2:25][CH2:24][NH:23]1>CCO>[CH2:22]1[C:31]2[C:26](=[CH:27][CH:28]=[CH:29][CH:30]=2)[CH2:25][CH2:24][N:23]1[CH2:3][C@@H:2]([OH:1])[CH2:4][O:5][C:6]1[CH:11]=[CH:10][CH:9]=[C:8]([C:12]2[CH:13]=[CH:14][CH:15]=[C:16]3[C:21]=2[N:20]=[CH:19][CH:18]=[CH:17]3)[CH:7]=1. Reported procedure: The mixture of compound (R)-8-(3-(oxiran-2-ylmethoxy)phenyl)quinoline (270 mg, 1 mmol), 1,2,3,4-tetrahydroisoquinoline (133 mg, 1 mmol) in EtOH (5 mL) was stirred at 120° C. under microwave heating for 30 min. The solvent was then removed by concentration and the crude product was purified by HPLC separation to yield the desired (R)-1-(3,4-dihydroisoquinolin-2(1H)-yl)-3-(3-(quinolin-8-yl)phenoxy)propan-2-ol (110 mg, Yield 26.8%). 1H NMR (400 MHz, METHANOL-d4): 8.82 (dd, J1=4.0 Hz, J2=1.6 Hz, 1H)... Reactants: C(#N)[BH3-].[Na+] (Sodium cyanoborohydride), ClC1=C(C=CC=C1)C1(CC1)C1=NCCC2=CC(=C(C=C12)OC)F (1-[1-(2-chlorophenyl)cyclopropyl]-6-fluoro-7-methoxy-3,4-dihydroisoquinoline), [OH-].[Na+] (sodium hydroxide), C(C)(=O)O (acetic acid). Run in ice water, CO (methanol). Conditions: time 22 hour. The product is ClC1=C(C=CC=C1)C1(CC1)C1NCCC2=CC(=C(C=C12)OC)F (1-[1-(2-chlorophenyl)cyclopropyl]-6-fluoro-7-methoxy-1,2,3,4-tetrahydroisoquinoline). RXN SMILES: C([BH3-])#N.[Na+].[Cl:5][C:6]1[CH:11]=[CH:10][CH:9]=[CH:8][C:7]=1[C:12]1([C:15]2[C:24]3[C:19](=[CH:20][C:21]([F:27])=[C:22]([O:25][CH3:26])[CH:23]=3)[CH2:18][CH2:17][N:16]=2)[CH2:14][CH2:13]1.C(O)(=O)C.[OH-].[Na+]>CO>[Cl:5][C:6]1[CH:11]=[CH:10][CH:9]=[CH:8][C:7]=1[C:12]1([CH:15]2[C:24]3[C:19](=[CH:20][C:21]([F:27])=[C:22]([O:25][CH3:26])[CH:23]=3)[CH2:18][CH2:17][NH:16]2)[CH2:14][CH2:13]1 |f:0.1,4.5|. Reported procedure: Sodium cyanoborohydride (10.7 g) was added at 0° C. to a mixture of 1-[1-(2-chlorophenyl)cyclopropyl]-6-fluoro-7-methoxy-3,4-dihydroisoquinoline (26.7 g, prepared in a similar manner to that described above), acetic acid (185 ml) and methanol (95 ml) under nitrogen. The mixture was allowed to reach ambient temperature and was stirred for 22 hours. The mixture was poured onto water, and solid sodium hydroxide (150 g) in ice-water (500 ml) was added. The product was extracted into ether and the so...